Dataset: the Open Reaction Database (ORD), a public repository of structured organic reaction records. Task: describe an organic reaction: reactants, conditions, products, and yield As a reaction SMILES: [OH:5][CH2:6][CH2:7][N:8]1[CH2:9][CH2:10][N:11]([c:14]2[c:15]([F:20])[cH:16][cH:17][cH:18][cH:19]2)[CH2:12][CH2:13]1.[S:1]([Cl:2])([Cl:3])=[O:4].[cH:21]1[cH:22][cH:23][n:24][cH:25][cH:26]1.[cH:27]1[cH:28][cH:29][cH:30][cH:31][cH:32]1>>[Cl:3][CH2:6][CH2:7][N:8]1[CH2:9][CH2:10][N:11]([c:14]2[c:15]([F:20])[cH:16][cH:17][cH:18][cH:19]2)[CH2:12][CH2:13]1. The reactants are OCCN1CCN(c2ccccc2F)CC1, O=S(Cl)Cl, c1ccncc1, c1ccccc1. The product is Fc1ccccc1N1CCN(CCCl)CC1. Reactants: [BH4-].[Na+] (sodium borohydride), C(=O)(O)CC1(CC(=NO1)C1=CC(=C(C=C1)OC)OC1CCCC1)C(=O)O (5-carboxymethyl-3-(3-cyclopentyloxy-4-methoxy-phenyl)-4,5-dihydro-isoxazol-5-carboxylic Acid), [OH-].[Na+] (Sodium hydroxide), FB(F)F (trifluoroborane). Solvent: C(C)OC(C)=O (ethylacetate), O (water), O1CCCC1 (tetrahydrofuran), O1CCCC1 (tetrahydrofuran). Run at time 15 hour. Yields the product C1(CCCC1)OC=1C=C(C=CC1OC)C1=NOC(C1)(CO)CCO (2-[3-(3-cyclopentyloxy-4-methoxy-phenyl)-5-hydroxymethyl-4,5-dihydro-isoxazol-5-yl]-ethanol). As a reaction SMILES: [BH4-].[Na+].[C:3]([CH2:6][C:7]1([C:26](O)=[O:27])[O:11][N:10]=[C:9]([C:12]2[CH:17]=[CH:16][C:15]([O:18][CH3:19])=[C:14]([O:20][CH:21]3[CH2:25][CH2:24][CH2:23][CH2:22]3)[CH:13]=2)[CH2:8]1)(O)=[O:4].FB(F)F.[OH-].[Na+]>O1CCCC1.C(OC(=O)C)C.O>[CH:21]1([O:20][C:14]2[CH:13]=[C:12]([C:9]3[CH2:8][C:7]([CH2:6][CH2:3][OH:4])([CH2:26][OH:27])[O:11][N:10]=3)[CH:17]=[CH:16][C:15]=2[O:18][CH3:19])[CH2:25][CH2:24][CH2:23][CH2:22]1 |f:0.1,4.5|. Procedure: To a solution of sodium borohydride (3 eq) in tetrahydrofuran, was added a solution of the compound obtained from step d above (1 eq) in tetrahydrofuran. To the resulting reaction mixture was added ethereal solution of trifluoroborane (3 eq) at 0° C. and stirred for 14-16 hours at ambient temperature. Sodium hydroxide (1N) solution was added at 0° C. and stirred for 1 hour. The reaction mixture was diluted with ethylacetate and water. The combined extract was washed with saturated solution of so... The reactants are Cl.ClC1=CC=NC2=CC(=C(C=C12)OC)OCCOC (4-chloro-6-methoxy-7-(2-methoxyethoxy)quinoline hydrochloride), ClC1=CC(=C(N)C=C1)F (4-chloro-2-fluoroaniline). Run in CN(C)C=O (DMF). Run at temperature 150 celsius. Yields the product Cl.ClC1=CC(=C(NC2=CC=NC3=CC(=C(C=C23)OC)OCCOC)C=C1)F (4-(4-chloro-2-fluoroanilino)-6-methoxy-7-(2-methoxyethoxy)quinoline hydrochloride). Isolated yield 50.6%. Reaction SMILES: Cl.[Cl:2][C:3]1[C:12]2[C:7](=[CH:8][C:9]([O:15][CH2:16][CH2:17][O:18][CH3:19])=[C:10]([O:13][CH3:14])[CH:11]=2)[N:6]=[CH:5][CH:4]=1.[Cl:20][C:21]1[CH:27]=[CH:26][C:24]([NH2:25])=[C:23]([F:28])[CH:22]=1>CN(C=O)C>[ClH:2].[Cl:20][C:21]1[CH:27]=[CH:26][C:24]([NH:25][C:3]2[C:12]3[C:7](=[CH:8][C:9]([O:15][CH2:16][CH2:17][O:18][CH3:19])=[C:10]([O:13][CH3:14])[CH:11]=3)[N:6]=[CH:5][CH:4]=2)=[C:23]([F:28])[CH:22]=1 |f:0.1,4.5|. Procedure details: A solution of 4-chloro-6-methoxy-7-(2-methoxyethoxy)quinoline hydrochloride (3 g, 9.8 mmol), (prepared as described for the starting material in Example 5), and 4-chloro-2-fluoroaniline (2.2 ml, 19.6 mmol) in DMF (50 ml) was heated at 150° C. for 30 minutes. After dilution with isopropanol (50 ml), the precipitate was collected by filtration and dried under vacuum to give 4-(4-chloro-2-fluoroanilino)-6-methoxy-7-(2-methoxyethoxy)quinoline hydrochloride (2.05 g, 50%). Reactants: S(=O)(Cl)Cl (thionyl chloride), CC1=CC=C(C=C1)C1=NOC(=C1)C(=O)O (3-(4-methylphenyl)isoxazole-5-carboxylic acid). Run in CN(C=O)C (dimethylformamide). Product: CC1=CC=C(C=C1)C1=NOC(=C1)C(=O)Cl (3-(4-Methylphenyl)isoxazole-5-carboxylic acid chloride). Reaction SMILES: S(Cl)([Cl:3])=O.[CH3:5][C:6]1[CH:11]=[CH:10][C:9]([C:12]2[CH:16]=[C:15]([C:17]([OH:19])=O)[O:14][N:13]=2)=[CH:8][CH:7]=1>CN(C)C=O>[CH3:5][C:6]1[CH:11]=[CH:10][C:9]([C:12]2[CH:16]=[C:15]([C:17]([Cl:3])=[O:19])[O:14][N:13]=2)=[CH:8][CH:7]=1. Reported procedure: Using 40 ml of thionyl chloride, 7.3 g (35.9 mmol) of 3-(4-methylphenyl)isoxazole-5-carboxylic acid obtained above in the procedure (2) were refluxed for 4 hours in the presence of 0.1 ml of dimethylformamide. Thionyl chloride was distilled off under reduced pressure, followed by the addition of 100 ml of benzene. The resultant mixture was distilled under reduced pressure so that 3-(4 -methylphenyl)isoxazole-5-carboxylic acid chloride was obtained as a solid. The solid was provided for the next ... Starting materials: Fc1cc(Br)cc(C(F)(F)F)c1, C1CCOC1, [Li]CCCC, C[Si](C)(C)Cl, [Mg+]C1CCCCC1, [Cl-], N#Cc1ccc(Cl)cn1. The product is NC(c1cc(F)cc(C(F)(F)F)c1)(c1ccc(Cl)cn1)C1CCCCC1. RXN SMILES: [Br:1][c:2]1[cH:3][c:4]([F:12])[cH:5][c:6]([C:8]([F:9])([F:10])[F:11])[cH:7]1.[CH2:40]1[O:41][CH2:42][CH2:43][CH2:44]1.[CH3:13][CH2:14][CH2:15][CH2:16][Li:17].[CH3:27][Si:28]([Cl:29])([CH3:30])[CH3:31].[CH:33]1([Mg+:39])[CH2:34][CH2:35][CH2:36][CH2:37][CH2:38]1.[Cl-:32].[Cl:18][c:19]1[cH:20][cH:21][c:22]([C:25]#[N:26])[n:23][cH:24]1>>[c:2]1([C:25]([c:22]2[cH:21][cH:20][c:19]([Cl:18])[cH:24][n:23]2)([NH2:26])[CH:33]2[CH2:34][CH2:35][CH2:36][CH2:37][CH2:38]2)[cH:3][c:4]([F:12])[cH:5][c:6]([C:8]([F:9])([F:10])[F:11])[cH:7]1. Starting materials: Cl (hydrochloric acid), C(C)#N (acetonitrile), C(C)(C)(C)[Si](C)(C)O[C@H](\C(=C\COCC1=CC=C(C=C1)OC)\C)[C@H](C=C)C (tert-butyl({(1S,2E)-4-[(4-methoxybenzyl)oxy]-2-methyl-1-[(1S)-1-methylprop-2-en-1-yl]but-2-en-1-yl}oxy)dimethylsilane). Solvent: [Cl-].[Na+].O (brine). Yields the product COC1=CC=C(COC/C=C(/[C@H]([C@H](C=C)C)O)\C)C=C1 ((3S,4S,5E)-7-[(4-methoxybenzyl)oxy]-3,5-dimethylhepta-1,5-dien-4-ol). Isolated yield 90.6%. Reaction SMILES: Cl.C(#N)C.C([Si]([O:12][C@@H:13]([C@@H:28]([CH3:31])[CH:29]=[CH2:30])/[C:14](/[CH3:27])=[CH:15]/[CH2:16][O:17][CH2:18][C:19]1[CH:24]=[CH:23][C:22]([O:25][CH3:26])=[CH:21][CH:20]=1)(C)C)(C)(C)C>[Cl-].[Na+].O>[CH3:26][O:25][C:22]1[CH:21]=[CH:20][C:19]([CH2:18][O:17][CH2:16]/[CH:15]=[C:14](\[CH3:27])/[C@@H:13]([OH:12])[C@@H:28]([CH3:31])[CH:29]=[CH2:30])=[CH:24][CH:23]=1 |f:3.4.5|. Procedure: 1N hydrochloric acid (100 ml) was added to an acetonitrile (300 ml) solution of tert-butyl({(1S,2E)-4-[(4-methoxybenzyl)oxy]-2-methyl-1-[(1S)-1-methylprop-2-en-1-yl]but-2-en-1-yl}oxy)dimethylsilane (41.8 g, 107 mmol). After the reaction solution was stirred at room temperature for ten and a half hours, it was poured into brine and extracted with ethyl acetate. After the organic layer was washed with brine, it was dried over anhydrous magnesium sulfate. After the drying agent was filtered off, th...